This data is from the Open Reaction Database (ORD), a public repository of structured organic reaction records. The task is: describe an organic reaction: reactants, conditions, products, and yield The reactants are C(C)OP(=O)(OCC)COCCON1C2=NC=NC(=C2N=C1)N (9-[2-(diethoxyphosphorylmethoxy)ethoxy]adenine), C[Si](C)(C)Br (trimethylsilyl bromide). As a reaction SMILES: C([O:3][P:4]([CH2:9][O:10][CH2:11][CH2:12][O:13][N:14]1[CH:22]=[N:21][C:20]2[C:15]1=[N:16][CH:17]=[N:18][C:19]=2[NH2:23])([O:6]CC)=[O:5])C.C[Si](Br)(C)C>ClCCl>[P:4]([CH2:9][O:10][CH2:11][CH2:12][O:13][N:14]1[CH:22]=[N:21][C:20]2[C:15]1=[N:16][CH:17]=[N:18][C:19]=2[NH2:23])([OH:6])([OH:5])=[O:3]. Product: P(=O)(O)(O)COCCON1C2=NC=NC(=C2N=C1)N (9-[2-(Phosphonomethoxy)ethoxy]adenine). The solvent is ClCCl (dichloromethane). Procedure details: To a solution of 9-[2-(diethoxyphosphorylmethoxy)ethoxy]adenine (0.63 g, 1.83 mmol) in dry dichloromethane (10 ml) was added trimethylsilyl bromide (1.45 ml, 11 mmol) and the solution stirred at ambient temperature for 2 hours. The solvent was removed under reduced pressure and the residue dissolved in methanol (10 ml). The solvent was evaporated and the residue again dissolved in methanol and solvent evaporated to give a solid residue. Crystallisation from methanol: acetone gave the title compo... Conditions: time 2 hour. Starting materials: ClC1=CC=C2C(=C1NC1=NC=NC3=CC(=CC(=C13)OC1CCNCC1)O)OCO2 (4-(6-chloro-2,3-methylenedioxyanilino)-7-hydroxy-5-piperidin-4-yloxyquinazoline), C(=O)(OC(C)(C)C)OC(=O)[O-] (tert-butyl dicarbonate). Solvent: CN(C)C=O (DMF). The product is C(C)(C)(C)OC(=O)N1CCC(CC1)OC1=C2C(=NC=NC2=CC(=C1)O)NC1=C2C(=CC=C1Cl)OCO2 (5-[N-(tert-butoxycarbonyl)piperidin-4-yloxy]-4-(6-chloro-2,3-methylenedioxyanilino)-7-hydroxyquinazoline). The yield is 69.1%. As a reaction SMILES: [Cl:1][C:2]1[C:7]([NH:8][C:9]2[C:18]3[C:13](=[CH:14][C:15]([OH:26])=[CH:16][C:17]=3[O:19][CH:20]3[CH2:25][CH2:24][NH:23][CH2:22][CH2:21]3)[N:12]=[CH:11][N:10]=2)=[C:6]2[O:27][CH2:28][O:29][C:5]2=[CH:4][CH:3]=1.[C:30](OC([O-])=O)([O:32][C:33]([CH3:36])([CH3:35])[CH3:34])=[O:31]>CN(C=O)C>[C:33]([O:32][C:30]([N:23]1[CH2:22][CH2:21][CH:20]([O:19][C:17]2[CH:16]=[C:15]([OH:26])[CH:14]=[C:13]3[C:18]=2[C:9]([NH:8][C:7]2[C:2]([Cl:1])=[CH:3][CH:4]=[C:5]4[O:29][CH2:28][O:27][C:6]=24)=[N:10][CH:11]=[N:12]3)[CH2:25][CH2:24]1)=[O:31])([CH3:36])([CH3:35])[CH3:34]. Procedure details: A mixture of 4-(6-chloro-2,3-methylenedioxyanilino)-7-hydroxy-5-piperidin-4-yloxyquinazoline (1.4 g), di-(tert-butyl dicarbonate (0.737 g) and DMF (14 ml) was stirred at ambient temperature for 2 hours. The mixture was evaporated and the residue was partitioned between ethyl acetate and water. The organic phase was washed with brine, dried over magnesium sulphate and evaporated. The residue was purified by column chromatography on silica using a 24:1 mixture of methylene chloride and methanol as... Reported procedure: Using General Procedure B: To a stirred solution of 1,2,3,4-tetrahydroisoquinoline (49 mg, 0.37 mmol), 4-{[(1H-benzimidazol-2-ylmethyl)-(5,6,7,8-tetrahydro-quinolin-8-yl)-amino]-methyl}-benzaldehyde (140 mg, 0.34 mmol), and AcOH 0.020 mL, 0.35 mmol) in THF (3.5 mL) was added NaBH(OAc)3 (94 mg, 0.44 mmol) and the mixture was stirred at room temperature for 2 h. Purification of the crude material by column chromatography on silica gel (500:5:1 CH2Cl2/MeOH/NH4OH) afforded a colourless foam (137 mg)... As a reaction SMILES: [CH2:1]1[C:10]2[C:5](=[CH:6][CH:7]=[CH:8][CH:9]=2)[CH2:4][CH2:3][NH:2]1.[NH:11]1[C:15]2[CH:16]=[CH:17][CH:18]=[CH:19][C:14]=2[N:13]=[C:12]1[CH2:20][N:21]([CH2:32][C:33]1[CH:40]=[CH:39][C:36]([CH:37]=O)=[CH:35][CH:34]=1)[CH:22]1[C:31]2[N:30]=[CH:29][CH:28]=[CH:27][C:26]=2[CH2:25][CH2:24][CH2:23]1.CC(O)=O.[BH-](OC(C)=O)(OC(C)=O)OC(C)=O.[Na+]>C1COCC1>[NH:11]1[C:15]2[CH:16]=[CH:17][CH:18]=[CH:19][C:14]=2[N:13]=[C:12]1[CH2:20][N:21]([CH2:32][C:33]1[CH:40]=[CH:39][C:36]([CH2:37][N:2]2[CH2:3][CH2:4][C:5]3[C:10](=[CH:9][CH:8]=[CH:7][CH:6]=3)[CH2:1]2)=[CH:35][CH:34]=1)[CH:22]1[C:31]2[N:30]=[CH:29][CH:28]=[CH:27][C:26]=2[CH2:25][CH2:24][CH2:23]1 |f:3.4|. Run at time 2 hour. The product is N1C(=NC2=C1C=CC=C2)CN(C2CCCC=1C=CC=NC21)CC2=CC=C(C=C2)CN2CC1=CC=CC=C1CC2 ((1H-benzimidazol-2-ylmethyl)-[4-(3,4-dihydro-1H-isoquinolin-2-ylmethyl)-benzyl]-(5,6,7,8-tetrahydro-quinolin-8-yl)-amine). Starting materials: C1NCCC2=CC=CC=C12 (1,2,3,4-tetrahydroisoquinoline), N1C(=NC2=C1C=CC=C2)CN(C2CCCC=1C=CC=NC21)CC2=CC=C(C=O)C=C2 (4-{[(1H-benzimidazol-2-ylmethyl)-(5,6,7,8-tetrahydro-quinolin-8-yl)-amino]-methyl}-benzaldehyde), CC(=O)O (AcOH), [BH-](OC(=O)C)(OC(=O)C)OC(=O)C.[Na+] (NaBH(OAc)3). Yield: 78.4%. The solvent is C1CCOC1 (THF).